From a dataset of the Open Reaction Database (ORD), a public repository of structured organic reaction records. describe an organic reaction: reactants, conditions, products, and yield Run in CC(=O)C (acetone). Procedure details: In analogy to the procedure described in example 20 a], 5-chloromethyl-1-methyl-3-(4-trifluoromethyl-phenyl)-1H-pyrazole (example 9 a]) was treated with sodium iodide in acetone to obtain 5-iodomethyl-1-methyl-3-(4-trifluoromethyl-phenyl)-1H-pyrazole as yellow solid which was used in the next step without further purification. Reaction SMILES: Cl[CH2:2][C:3]1[N:7]([CH3:8])[N:6]=[C:5]([C:9]2[CH:14]=[CH:13][C:12]([C:15]([F:18])([F:17])[F:16])=[CH:11][CH:10]=2)[CH:4]=1.[I-:19].[Na+]>CC(C)=O>[I:19][CH2:2][C:3]1[N:7]([CH3:8])[N:6]=[C:5]([C:9]2[CH:14]=[CH:13][C:12]([C:15]([F:18])([F:17])[F:16])=[CH:11][CH:10]=2)[CH:4]=1 |f:1.2|. Reactants: ClCC1=CC(=NN1C)C1=CC=C(C=C1)C(F)(F)F (5-chloromethyl-1-methyl-3-(4-trifluoromethyl-phenyl)-1H-pyrazole), [I-].[Na+] (sodium iodide). The product is ICC1=CC(=NN1C)C1=CC=C(C=C1)C(F)(F)F (5-iodomethyl-1-methyl-3-(4-trifluoromethyl-phenyl)-1H-pyrazole). The reactants are [Cl-].[NH+]1=CC=CC=C1 (pyridinium chloride), ClC=1C=C(C=CC2=CC(=CC=C2)OC)C=CC1 (3'-chloro-3-methoxystilbene). Conditions: temperature 180 celsius, time 3 hour. The product is ClC=1C=C(C=CC2=CC(=CC=C2)O)C=CC1 (3'-chloro-3-hydroxystilbene). Reaction SMILES: [Cl-].[NH+]1C=CC=CC=1.[Cl:8][C:9]1[CH:10]=[C:11]([CH:22]=[CH:23][CH:24]=1)[CH:12]=[CH:13][C:14]1[CH:19]=[CH:18][CH:17]=[C:16]([O:20]C)[CH:15]=1>>[Cl:8][C:9]1[CH:10]=[C:11]([CH:22]=[CH:23][CH:24]=1)[CH:12]=[CH:13][C:14]1[CH:19]=[CH:18][CH:17]=[C:16]([OH:20])[CH:15]=1 |f:0.1|. Procedure: An excess of triethyl phosphite was added to 3-chlorobenzyl chloride (a), and the mixture was heated with stirring at 130° C. until the generation of ethyl bromide stopped. Diethylchlorobenzyl phosphonate (b) was obtained by the removal of excess triethyl phosphite. Dried dimethylformamide and an excess of sodium methylate were added thereto as a solvent and as a base, respectively, followed by cooling at 0° C. on an ice bath. An equivalent of m-anisaldehyde (c) was added thereto, and the mixtur... Reactants: NCCNC1=C2N=CN(C2=NC(=N1)Cl)C1CCCC1 (N-(2-aminoethyl)-2-chloro-9-cyclopentyl-9H-purin-6-amine), [BH3-]C#N.[Na+] (NaBH3CN), COC=1C=C(C=O)C=C(C1OC)OC (3,4,5 trimethoxybenzaldehyde), CO (methanol). The solvent is CCOC(=O)C (AcOEt), C(C)(=O)O (acetic acid). Conditions: time 5 hour. The product is ClC1=NC(=C2N=CN(C2=N1)C1CCCC1)NCCNCC1=CC(=C(C(=C1)OC)OC)OC (2-chloro-9-cyclopentyl-N-[2-[[(3,4,5-trimethoxy-phenyl)-methyl]-amino]-ethyl]-9H-purin-6-amine). The yield is 66.3%. Reaction SMILES: [NH2:1][CH2:2][CH2:3][NH:4][C:5]1[N:13]=[C:12]([Cl:14])[N:11]=[C:10]2[C:6]=1[N:7]=[CH:8][N:9]2[CH:15]1[CH2:19][CH2:18][CH2:17][CH2:16]1.[CH3:20][O:21][C:22]1[CH:23]=[C:24]([CH:27]=[C:28]([O:32][CH3:33])[C:29]=1[O:30][CH3:31])[CH:25]=O.CO.[BH3-]C#N.[Na+]>CCOC(C)=O.C(O)(=O)C>[Cl:14][C:12]1[N:11]=[C:10]2[C:6]([N:7]=[CH:8][N:9]2[CH:15]2[CH2:19][CH2:18][CH2:17][CH2:16]2)=[C:5]([NH:4][CH2:3][CH2:2][NH:1][CH2:25][C:24]2[CH:27]=[C:28]([O:32][CH3:33])[C:29]([O:30][CH3:31])=[C:22]([O:21][CH3:20])[CH:23]=2)[N:13]=1 |f:3.4|. Procedure: The operation is carried out as in Stage 2 of Example 7 starting from 280 mg of the product obtained in Stage 1 of Example 7, 275 mg of 3,4,5 trimethoxybenzaldehyde in place of the benzaldehyde, 4 ml of methanol and 0.2 ml of acetic acid then the reaction medium is agitated at ambient temperature for 5 hours. Then 100 mg of NaBH3CN is added and the reaction medium is agitated at ambient temperature for approximately 1 hour. 10 ml AcOEt is added, followed by washing with 2×5 ml H2O, then 5 ml of ... The reactants are COC=1C(=C2C=CN(C2=CC1)S(=O)(=O)C1=CC=CC=C1)CN1CCN(CC1)C(=O)OC(C)(C)C (tert-Butyl 4-{[5-methoxy-1-(phenylsulfonyl)-1H-indol-4-yl]methyl}piperazine-1-carboxylate), COC=1C(=C2C=CN(C2=CC1)S(=O)(=O)C1=CC=CC=C1)CN1CCN(CC1)C(=O)OC(C)(C)C (tert-Butyl 4-{[5-methoxy-1-(phenylsulfonyl)-1H-indol-4-yl]methyl}piperazine-1-carboxylate), C(=O)(C(F)(F)F)O (TFA). The solvent is ClCCl (dichloromethane). Conditions: time 2 hour. The product is FC(C(=O)O)(F)F.FC(C(=O)O)(F)F.COC=1C(=C2C=CN(C2=CC1)S(=O)(=O)C1=CC=CC=C1)CN1CCNCC1 (5-Methoxy-1-(phenylsulfonyl)-4-(piperazin-1-ylmethyl)-1H-indole bis(trifluoroacetate)). As a reaction SMILES: [CH3:1][O:2][C:3]1[C:4]([CH2:21][N:22]2[CH2:27][CH2:26][N:25](C(OC(C)(C)C)=O)[CH2:24][CH2:23]2)=[C:5]2[C:9](=[CH:10][CH:11]=1)[N:8]([S:12]([C:15]1[CH:20]=[CH:19][CH:18]=[CH:17][CH:16]=1)(=[O:14])=[O:13])[CH:7]=[CH:6]2.[C:35]([OH:41])([C:37]([F:40])([F:39])[F:38])=[O:36]>ClCCl>[F:38][C:37]([F:40])([F:39])[C:35]([OH:41])=[O:36].[F:38][C:37]([F:40])([F:39])[C:35]([OH:41])=[O:36].[CH3:1][O:2][C:3]1[C:4]([CH2:21][N:22]2[CH2:27][CH2:26][NH:25][CH2:24][CH2:23]2)=[C:5]2[C:9](=[CH:10][CH:11]=1)[N:8]([S:12]([C:15]1[CH:16]=[CH:17][CH:18]=[CH:19][CH:20]=1)(=[O:13])=[O:14])[CH:7]=[CH:6]2 |f:3.4.5|. Procedure: tert-Butyl 4-{[5-methoxy-1-(phenylsulfonyl)-1H-indol-4-yl]methyl}piperazine-1-carboxylate (0.050 g, 0.102 mmol, Intermediate 76) was dissolved in dichloromethane (4 mL) and TFA (1 mL) was added. The mixture was stirred and rt for 2 h and evaporated. The crude product was purified by reversed phase preparative HPLC using ACE Prep UV C8 150×30 mm, flow 38 mL/min, gradient time 8.5 min using the eluent system: water/0.1% TFA and CH3CN (20-40% MeCN), fractions collected based on UV-signal (254 nm). ...